describe an organic reaction: reactants, conditions, products, and yield From a dataset of the Open Reaction Database (ORD), a public repository of structured organic reaction records. Starting materials: C(C)(C)(C)OC(=O)N1CC(C(CC1)=O)=CN(C)C (N-t-Butoxycarbonyl-3-dimethylaminomethylene-4-piperidone), CO (methanol), O.NN (hydrazine monohydrate). Product: C(C)(C)(C)OC(=O)N1N=CC=2CNCCC21 (N-t-Butoxycarbonyl-1,4,6,7-tetrahydro-pyrazolo[4,3-c]pyridine). RXN SMILES: C(OC([N:8]1[CH2:13][CH2:12][C:11](=O)[C:10](=[CH:15]N(C)C)[CH2:9]1)=O)(C)(C)C.[OH2:19].[NH2:20][NH2:21].[CH3:22][OH:23]>>[C:10]([O:19][C:22]([N:20]1[C:11]2[CH2:12][CH2:13][NH:8][CH2:9][C:10]=2[CH:15]=[N:21]1)=[O:23])([CH3:15])([CH3:11])[CH3:9] |f:1.2|. Procedure details: N-t-Butoxycarbonyl-3-dimethylaminomethylene-4-piperidone (690 mg, 2.7 mmol) was dissolved in methanol (12 ml), and the solution was mixed with hydrazine monohydrate (160 mg, 3.3 mmol) and heated under reflux for 1 hour. The solvent was removed by evaporation from the reaction solution under a reduced pressure, and the thus obtained material was separated and purified by a silica gel column chromatography to obtain 400 mg (1.8 mmol, 66% in yield) of the title compound. Starting materials: CCCCCCC.C(C)(=O)OCC (heptane ethyl acetate), Compound 02-06, ClC1=C(C(=CC(=C1)C(F)(F)F)Cl)N1N=C(C(=C1N(C)CC(CO)O)S(=O)(=O)C(F)(F)F)C#N (1-[2,6-dichloro-4-(trifluoromethyl)phenyl]-5-[(2,3-dihydroxypropyl)(methyl)amino]-4-[(trifluoromethyl)sulfonyl]-1H-pyrazole-3-carbonitrile), C1CCOC1 (THF). The reagents and catalysts are CN(C)C=1C=CN=CC1 (DMAP). The solvent is O (water). The product is C(C)(=O)OCC(CN(C)C1=C(C(=NN1C1=C(C=C(C=C1Cl)C(F)(F)F)Cl)C#N)S(=O)(=O)C(F)(F)F)OC(C)=O (3-[{3-cyano-1-[2,6-dichloro-4-(trifluoromethyl)phenyl]-4-[(trifluoromethyl)sulfonyl]-1H-pyrazol-5-yl}(methyl)amino]propane-1,2-diyl diacetate). RXN SMILES: [Cl:1][C:2]1[CH:7]=[C:6]([C:8]([F:11])([F:10])[F:9])[CH:5]=[C:4]([Cl:12])[C:3]=1[N:13]1[C:17]([N:18]([CH2:20][CH:21]([OH:24])[CH2:22][OH:23])[CH3:19])=[C:16]([S:25]([C:28]([F:31])([F:30])[F:29])(=[O:27])=[O:26])[C:15]([C:32]#[N:33])=[N:14]1.[CH2:34]1[CH2:38][O:37]CC1.CCCCCCC.[C:46](OCC)(=[O:48])[CH3:47]>CN(C1C=CN=CC=1)C.O>[C:46]([O:23][CH2:22][CH:21]([O:24][C:38](=[O:37])[CH3:34])[CH2:20][N:18]([C:17]1[N:13]([C:3]2[C:2]([Cl:1])=[CH:7][C:6]([C:8]([F:11])([F:10])[F:9])=[CH:5][C:4]=2[Cl:12])[N:14]=[C:15]([C:32]#[N:33])[C:16]=1[S:25]([C:28]([F:31])([F:29])[F:30])(=[O:26])=[O:27])[CH3:19])(=[O:48])[CH3:47] |f:2.3|. Reported procedure: To a mixture of 1-[2,6-dichloro-4-(trifluoromethyl)phenyl]-5-[(2,3-dihydroxypropyl)(methyl)amino]-4-[(trifluoromethyl)sulfonyl]-1H-pyrazole-3-carbonitrile (0.20 g, 0.4 mmol) in THF (4 mL) acetanhydride (75 mg, 0.7 mmol) and DMAP (14 mg, 0.1 mmol) was added. The mixture was heated to reflux for 5 h. Extractive workup (heptane-ethyl acetate, water) gave the title product (Compound 02-06, 0.20 g) as an oil; 1H-NMR: 1.98 and 2.08 (COCH3), 3.05 (NMe), 3.05 and 3.15 (NCH2), 3.88 and 4.16 (CH2O), 5.11 ... Reactants: C1CCOC1, COc1ccccc1Cc1sc2ccccc2c1S(=O)(=O)Cl, [H-], Cc1noc(N)c1Br, [Na+]. Yields the product COc1ccccc1Cc1sc2ccccc2c1S(=O)(=O)Nc1onc(C)c1Br. As a reaction SMILES: [CH2:33]1[O:34][CH2:35][CH2:36][CH2:37]1.[CH3:11][O:12][c:13]1[c:14]([CH2:15][c:16]2[c:17]([S:25](=[O:26])(=[O:27])[Cl:28])[c:18]3[c:19]([s:20]2)[cH:21][cH:22][cH:23][cH:24]3)[cH:29][cH:30][cH:31][cH:32]1.[H-:10].[NH2:1][c:2]1[c:3]([Br:8])[c:4]([CH3:7])[n:5][o:6]1.[Na+:9]>>[NH:1]([c:2]1[c:3]([Br:8])[c:4]([CH3:7])[n:5][o:6]1)[S:25]([c:17]1[c:16]([CH2:15][c:14]2[c:13]([O:12][CH3:11])[cH:32][cH:31][cH:30][cH:29]2)[s:20][c:19]2[c:18]1[cH:24][cH:23][cH:22][cH:21]2)(=[O:26])=[O:27]. Reactants: BrCc1ccccc1, O=C([O-])[O-], O=Cc1[nH]c(-c2ccc([N+](=O)[O-])cc2)nc1Cl, [K+], [K+], CN(C)C=O. The product is O=Cc1c(Cl)nc(-c2ccc([N+](=O)[O-])cc2)n1Cc1ccccc1. Reaction SMILES: [Br:18][CH2:19][c:20]1[cH:21][cH:22][cH:23][cH:24][cH:25]1.[C:26](=[O:27])([O-:28])[O-:29].[Cl:1][c:2]1[n:3][c:4](-[c:9]2[cH:10][cH:11][c:12]([N+:15](=[O:16])[O-:17])[cH:13][cH:14]2)[nH:5][c:6]1[CH:7]=[O:8].[K+:30].[K+:31].[O:32]=[CH:33][N:34]([CH3:35])[CH3:36]>>[Cl:1][c:2]1[n:3][c:4](-[c:9]2[cH:10][cH:11][c:12]([N+:15](=[O:16])[O-:17])[cH:13][cH:14]2)[n:5]([CH2:19][c:20]2[cH:21][cH:22][cH:23][cH:24][cH:25]2)[c:6]1[CH:7]=[O:8]. Starting materials: CCOC(=O)CC1OB(O)c2cc(Oc3cncc(Cl)n3)cc(C)c21, C1CCOC1, Cl, [Li+], [OH-], O. Product: Cc1cc(Oc2cncc(Cl)n2)cc2c1C(CC(=O)O)OB2O. RXN SMILES: [CH2:1]([CH3:2])[O:3][C:4]([CH2:5][CH:6]1[c:7]2[c:8]([cH:12][c:13]([O:17][c:18]3[n:19][c:20]([Cl:24])[cH:21][n:22][cH:23]3)[cH:14][c:15]2[CH3:16])[B:9]([OH:11])[O:10]1)=[O:25].[CH2:29]1[O:30][CH2:31][CH2:32][CH2:33]1.[ClH:28].[Li+:27].[OH-:26].[OH2:34]>>[O:3]=[C:4]([CH2:5][CH:6]1[c:7]2[c:8]([cH:12][c:13]([O:17][c:18]3[n:19][c:20]([Cl:24])[cH:21][n:22][cH:23]3)[cH:14][c:15]2[CH3:16])[B:9]([OH:11])[O:10]1)[OH:25]. Starting materials: CCOC(C)=O, C1CCC(P(C2CCCCC2)C2CCCCC2)CC1, Cn1cnc2c(C#N)nc(Cl)cc21, [K+], [K+], [K+], O=C(C=Cc1ccccc1)C=Cc1ccccc1, C1COCCO1, O=C(C=Cc1ccccc1)C=Cc1ccccc1, O=C(C=Cc1ccccc1)C=Cc1ccccc1, O, OCCOc1ccc(B(O)O)cc1C(F)(F)F, O=P([O-])([O-])[O-], [Pd], [Pd]. The product is Cn1cnc2c(C#N)nc(-c3ccc(OCCO)c(C(F)(F)F)c3)cc21. Reaction SMILES: [CH3:65][CH2:66][O:67][C:68](=[O:69])[CH3:70].[CH:31]1([P:32]([CH:33]2[CH2:34][CH2:35][CH2:36][CH2:37][CH2:38]2)[CH:39]2[CH2:40][CH2:41][CH2:42][CH2:43][CH2:44]2)[CH2:45][CH2:46][CH2:47][CH2:48][CH2:49]1.[Cl:1][c:2]1[cH:3][c:4]2[c:5]([c:6]([C:8]#[N:9])[n:7]1)[n:10][cH:11][n:12]2[CH3:13].[K+:55].[K+:56].[K+:57].[O:109]=[C:110]([CH:111]=[CH:112][c:113]1[cH:114][cH:115][cH:116][cH:117][cH:118]1)[CH:119]=[CH:120][c:121]1[cH:122][cH:123][cH:124][cH:125][cH:126]1.[O:58]1[CH2:59][CH2:60][O:61][CH2:62][CH2:63]1.[O:73]=[C:74]([CH:75]=[CH:76][c:77]1[cH:78][cH:79][cH:80][cH:81][cH:82]1)[CH:83]=[CH:84][c:85]1[cH:86][cH:87][cH:88][cH:89][cH:90]1.[O:91]=[C:92]([CH:93]=[CH:94][c:95]1[cH:96][cH:97][cH:98][cH:99][cH:100]1)[CH:101]=[CH:102][c:103]1[cH:104][cH:105][cH:106][cH:107][cH:108]1.[OH2:64].[OH:14][CH2:15][CH2:16][O:17][c:18]1[c:19]([C:27]([F:28])([F:29])[F:30])[cH:20][c:21]([B:24]([OH:25])[OH:26])[cH:22][cH:23]1.[P:50]([O-:51])([O-:52])([O-:53])=[O:54].[Pd:71].[Pd:72]>>[c:2]1(-[c:21]2[cH:20][c:19]([C:27]([F:28])([F:29])[F:30])[c:18]([O:17][CH2:16][CH2:15][OH:14])[cH:23][cH:22]2)[cH:3][c:4]2[c:5]([c:6]([C:8]#[N:9])[n:7]1)[n:10][cH:11][n:12]2[CH3:13]. Reactants: FC(C(=O)N1CC2C=3C=C(C(=CC3C(C1)C2)O)N)(F)F (2,2,2-Trifluoro-1-(4-hydroxy-5-amino-10-aza-tricyclo[6.3.1.02,7]dodeca-2(7),3,5-trien-10-yl)-ethanone), C1(=CC=CC=C1)CC(=O)Cl (phenyl-acetyl chloride). Product: Cl.C(C1=CC=CC=C1)C=1OC2=CC=3C4CNCC(C3C=C2N1)C4 (6-BENZYL-5-OXA-7,13-DIAZATETRACYCLO[9.3.1.02,10.04,8]-PENTADECA-2(10),3,6,8-TETRAENE HYDROCHLORIDE). RXN SMILES: FC(F)(F)C([N:5]1[CH2:15][CH:14]2[CH2:16][CH:7]([C:8]3[CH:9]=[C:10]([NH2:18])[C:11]([OH:17])=[CH:12][C:13]=32)[CH2:6]1)=O.[C:21]1([CH2:27][C:28]([Cl:30])=O)[CH:26]=[CH:25][CH:24]=[CH:23][CH:22]=1>>[ClH:30].[CH2:27]([C:28]1[O:17][C:11]2[C:10]([N:18]=1)=[CH:9][C:8]1[CH:7]3[CH2:16][CH:14]([CH2:15][NH:5][CH2:6]3)[C:13]=1[CH:12]=2)[C:21]1[CH:26]=[CH:25][CH:24]=[CH:23][CH:22]=1 |f:2.3|. Reported procedure: 2,2,2-Trifluoro-1-(4-hydroxy-5-amino-10-aza-tricyclo[6.3.1.02,7]dodeca-2(7),3,5-trien-10-yl)-ethanone and phenyl-acetyl chloride were converted to the title compound following the procedures described in Example 54. 1H NMR (400 MHz, CD3OD) δ 7.63 (s, 1H), 7.58 (s, 1H), 7.36–7.24 (5H), 4.29 (s, 2H), 3.46 (d, J=2.5 Hz, 2H), 3.39 (d, J=12.0 Hz, 2H), 3.18 (2H), 2.42 (m, 1H), 2.15 (d, J=11.5 Hz, 1H). APCI MS m/e 291.2 [(M+1)+]. Reactants: FC(C=1C=C(COCCC2(CCN(CCC2)CC)C2=CC=CC=C2)C=C(C1)C(F)(F)F)(F)F (4-((3,5-bis(trifluoromethyl)benzyloxy)ethyl)-1-ethyl-4-phenylazepane), FC(C=1C=C(COCC2(CCNCCC2)C2=CC=CC=C2)C=C(C1)C(F)(F)F)(F)F (4-((3,5-bis(trifluoromethyl)benzyloxy)methyl)-4-phenylazepane). Product: FC(C=1C=C(COCC2(CCN(CCC2)CC)C2=CC=CC=C2)C=C(C1)C(F)(F)F)(F)F (4-((3,5-bis(trifluoromethyl)benzyloxy)methyl)-1-ethyl-4-phenylazepane). Isolated yield 62.0%. Reaction SMILES: FC(F)(F)C1C=C(C=C(C(F)(F)F)C=1)COCC[C:10]1([C:19]2[CH:24]=[CH:23][CH:22]=[CH:21][CH:20]=2)[CH2:16][CH2:15][CH2:14][N:13]([CH2:17][CH3:18])[CH2:12][CH2:11]1.[F:34][C:35]([F:63])([F:62])[C:36]1[CH:37]=[C:38]([CH:55]=[C:56]([C:58]([F:61])([F:60])[F:59])[CH:57]=1)[CH2:39][O:40][CH2:41]C1(C2C=CC=CC=2)CCCNCC1>>[F:34][C:35]([F:62])([F:63])[C:36]1[CH:37]=[C:38]([CH:55]=[C:56]([C:58]([F:61])([F:60])[F:59])[CH:57]=1)[CH2:39][O:40][CH2:41][C:10]1([C:19]2[CH:24]=[CH:23][CH:22]=[CH:21][CH:20]=2)[CH2:16][CH2:15][CH2:14][N:13]([CH2:17][CH3:18])[CH2:12][CH2:11]1. Reported procedure: Isomer B of 4-((3,5-bis(trifluoromethyl)benzyloxy)ethyl)-1-ethyl-4-phenylazepane was made from Isomer B of 4-((3,5-bis(trifluoromethyl)benzyloxy)methyl)-4-phenylazepane in the same manner as described above to give the product as a clear sticky oil (2 mg, 62% yield). Procedure: The activity of the enzyme is determined by the following procedure. That is, a total 100 ml buffer solution of 57 mM potassium phosphate containing 10.8 g of trehalose, 860 mg of glutathione and 17.2 mg of EDTA·2Na, pH 7.0, is prepared. A mixture of 1,400 μl of the buffer solution, 100 μl of 20 mM NADP+ aqueous solution, 100 μl of 26 mM MgCl2 aqueous solution, 100 μl of 1.34 mM glucose 1,6-diphosphate aqueous solution, 100 μl of 31 U/ml phosphoglucomutase aqueous solution, 100 μl of 35 U/ml glu... The solvent is 35. Reactants: buffer solution, P(=O)([O-])([O-])[O-].[K+].[K+].[K+] (potassium phosphate), C([C@@H]1[C@H]([C@@H]([C@H]([C@H](O1)O[C@@H]2[C@@H]([C@H]([C@@H]([C@H](O2)CO)O)O)O)O)O)O)O (trehalose), N[C@H](C(=O)O)CCC(=O)N[C@@H](CS)C(=O)NCC(=O)O (glutathione), EDTA·2Na, buffer solution, C1=CC(=C[N+](=C1)[C@H]2[C@@H]([C@@H]([C@H](O2)COP(=O)(O)OP(=O)(O)OC[C@@H]3[C@H]([C@H]([C@@H](O3)N4C=NC5=C4N=CN=C5N)OP(=O)(O)O)O)O)O)C(=O)N (NADP+), [Mg+2].[Cl-].[Cl-] (MgCl2), C([C@@H]1[C@H]([C@@H]([C@H]([C@H](O1)OP(=O)(O)O)O)O)O)OP(=O)(O)O (glucose 1,6-diphosphate), 31, C([C@@H]1[C@H]([C@@H]([C@H]([C@@H](O1)O)O)O)O)OP(=O)(O)O (glucose-6-phosphate). Reaction SMILES: P([O-])([O-])([O-])=O.[K+].[K+].[K+].C(O)[C@H]1O[C@H](O[C@H]2O[C@H](CO)[C@@H](O)[C@H](O)[C@H]2O)[C@H](O)[C@@H](O)[C@@H]1O.N[C@@H](CCC(N[C@H](C(NCC(O)=O)=O)CS)=O)C(O)=O.[CH:52]1[CH:57]=[N+:56]([C@@H:58]2[O:62][C@H:61]([CH2:63][O:64][P:65]([O:68][P:69]([O:72][CH2:73][C@H:74]3[O:78][C@@H:77]([N:79]4[C:83]5[N:84]=[CH:85][N:86]=[C:87]([NH2:88])[C:82]=5[N:81]=[CH:80]4)[C@H:76]([O:89][P:90]([OH:93])([OH:92])=[O:91])[C@@H:75]3[OH:94])([OH:71])=[O:70])([OH:67])=[O:66])[C@@H:60]([OH:95])[C@H:59]2[OH:96])[CH:55]=[C:54]([C:97]([NH2:99])=[O:98])[CH:53]=1.[Mg+2].[Cl-].[Cl-].C(OP(O)(O)=O)[C@H]1O[C@H](OP(O)(O)=O)[C@H](O)[C@@H](O)[C@@H]1O.C(OP(O)(O)=O)[C@H]1O[C@@H](O)[C@H](O)[C@@H](O)[C@@H]1O>>[CH:85]1[N:86]=[C:87]([NH2:88])[C:82]2[N:81]=[CH:80][N:79]([C@@H:77]3[O:78][C@H:74]([CH2:73][O:72][P:69]([O:68][P:65]([O:64][CH2:63][C@H:61]4[O:62][C@@H:58]([N:56]5[CH:55]=[C:54]([C:97]([NH2:99])=[O:98])[CH2:53][CH:52]=[CH:57]5)[C@H:59]([OH:96])[C@@H:60]4[OH:95])([OH:67])=[O:66])([OH:71])=[O:70])[C@@H:75]([OH:94])[C@H:76]3[O:89][P:90]([OH:93])([OH:92])=[O:91])[C:83]=2[N:84]=1 |f:0.1.2.3,7.8.9|. Yields the product C=1N=C(C2=C(N1)N(C=N2)[C@H]3[C@@H]([C@@H]([C@H](O3)COP(=O)(O)OP(=O)(O)OC[C@@H]4[C@H]([C@H]([C@@H](O4)N5C=CCC(=C5)C(=O)N)O)O)O)OP(=O)(O)O)N (NADPH). Starting materials: C1CCOC1, CS(=O)(=O)O, CC#N, CO, Cn1cc(-c2cc(Oc3cc(F)c(NC(=O)NC(=O)Cc4ccc(F)cc4)cc3Cl)ccn2)cn1. Product: CS(=O)(=O)O, Cn1cc(-c2cc(Oc3cc(F)c(NC(=O)NC(=O)Cc4ccc(F)cc4)cc3Cl)ccn2)cn1. RXN SMILES: [CH2:41]1[O:42][CH2:43][CH2:44][CH2:45]1.[CH3:36][S:37]([OH:38])(=[O:39])=[O:40].[CH3:46][C:47]#[N:48].[CH3:49][OH:50].[Cl:1][c:2]1[c:3]([O:23][c:24]2[cH:25][c:26](-[c:30]3[cH:31][n:32][n:33]([CH3:35])[cH:34]3)[n:27][cH:28][cH:29]2)[cH:4][c:5]([F:22])[c:6]([NH:8][C:9](=[O:10])[NH:11][C:12]([CH2:13][c:14]2[cH:15][cH:16][c:17]([F:20])[cH:18][cH:19]2)=[O:21])[cH:7]1>>[CH3:36][S:37](=[O:38])(=[O:39])[OH:40].[Cl:1][c:2]1[c:3]([O:23][c:24]2[cH:25][c:26](-[c:30]3[cH:31][n:32][n:33]([CH3:35])[cH:34]3)[n:27][cH:28][cH:29]2)[cH:4][c:5]([F:22])[c:6]([NH:8][C:9](=[O:10])[NH:11][C:12]([CH2:13][c:14]2[cH:15][cH:16][c:17]([F:20])[cH:18][cH:19]2)=[O:21])[cH:7]1.